This data is from the Open Reaction Database (ORD), a public repository of structured organic reaction records. The task is: describe an organic reaction: reactants, conditions, products, and yield The reactants are ClCl (chlorine), ClC1=C(OC=2C=C(C=CC2)O)C=CC(=C1)C#N (3-(2-chloro-4-cyanophenoxy)phenol), C(C)SCl (ethyl sulfenyl chloride), C(C)SSCC (diethyl disulfide). The solvent is C(Cl)Cl (methylene chloride), C(Cl)Cl (methylene chloride). Reaction conditions: temperature -20 celsius, time 30 minute. Product: ClC1=C(OC=2C=CC(=C(C2)O)SCC)C=CC(=C1)C#N (5-(2-chloro-4-cyanophenoxy)-2-(ethylthio)phenol). As a reaction SMILES: [Cl:1][C:2]1[CH:15]=[C:14]([C:16]#[N:17])[CH:13]=[CH:12][C:3]=1[O:4][C:5]1[CH:6]=[C:7]([OH:11])[CH:8]=[CH:9][CH:10]=1.[CH2:18]([S:20]Cl)[CH3:19].C(SSCC)C.ClCl>C(Cl)Cl>[Cl:1][C:2]1[CH:15]=[C:14]([C:16]#[N:17])[CH:13]=[CH:12][C:3]=1[O:4][C:5]1[CH:10]=[CH:9][C:8]([S:20][CH2:18][CH3:19])=[C:7]([OH:11])[CH:6]=1. Reported procedure: 3-(2-chloro-4-cyanophenoxy)phenol (0.01 mole) and methylene chloride (200 ml) are charged into a glass reaction vessel equipped with a mechanical stirrer and addition funnel. The mixture is stirred until dissolved and cooled to about -20° C. A solution of ethyl sulfenyl chloride freshly prepared by reacting diethyl disulfide (0.15 mole) with chlorine (0.18 mole) in methylene chloride (100 ml) is then added dropwise to the reaction vessel over a period of about 40 minutes. After the addition is c... Reactants: NCC(CP(OCC)(=O)C(OCC)OCC)C1=CC=C(C=C1)Cl (ethyl 3-amino-2-(p-chlorophenyl)-propyl(diethoxymethyl)phosphinate), 2, [OH-].[Na+] (sodium hydroxide). Run in CO (methanol). The product is NCC(CP(O)(=O)C(OCC)OCC)C1=CC=C(C=C1)Cl (3-amino-2-(4-chlorophenyl)-propyl(diethoxymethyl)phosphinic acid). RXN SMILES: [NH2:1][CH2:2][CH:3]([C:17]1[CH:22]=[CH:21][C:20]([Cl:23])=[CH:19][CH:18]=1)[CH2:4][P:5]([CH:10]([O:14][CH2:15][CH3:16])[O:11][CH2:12][CH3:13])(=[O:9])[O:6]CC.[OH-].[Na+]>CO>[NH2:1][CH2:2][CH:3]([C:17]1[CH:18]=[CH:19][C:20]([Cl:23])=[CH:21][CH:22]=1)[CH2:4][P:5]([CH:10]([O:14][CH2:15][CH3:16])[O:11][CH2:12][CH3:13])(=[O:6])[OH:9] |f:1.2|. Reported procedure: To a solution of 1.0 g of ethyl 3-amino-2-(p-chlorophenyl)-propyl(diethoxymethyl)phosphinate in 5 ml of methanol are added 2.5 ml of a 2 normal sodium hydroxide solution and the mixture is heated to a temperature of 80° for a period of 5 hours. After this time, the reaction is concentrated under reduced pressure, and the oily residue is passed down an Ion Exchange Resin (DOWEX® 50W-X8 H+) using de-ionised water as eluant. Ninhydrin-positive fractions are combined and evaporated to give 3-amino-2...